Dataset: the Open Reaction Database (ORD), a public repository of structured organic reaction records. Task: describe an organic reaction: reactants, conditions, products, and yield Starting materials: NC1=C2N(C(C=C1NC1=C(C=C(C=C1)I)F)=O)CCS2 (8-amino-7-(2-fluoro-4-iodo-phenylamino)-2,3-dihydro-thiazolo[3,2-a]pyridin-5-one), C1(CC1)S(=O)(=O)Cl (cyclopropylsulfonyl chloride). The solvent is N1=CC=CC=C1 (pyridine). The product is FC1=C(C=CC(=C1)I)NC=1C(=C2N(C(C1)=O)CCS2)NS(=O)(=O)C2CC2 (Cyclopropanesulfonic acid [7-(2-fluoro-4-iodo-phenylamino)-5-oxo-2,3-dihydro-5H-thiazolo[3,2-a]pyridin-8-yl]-amide). The yield is 19.8%. Reaction SMILES: [NH2:1][C:2]1[C:7]([NH:8][C:9]2[CH:14]=[CH:13][C:12]([I:15])=[CH:11][C:10]=2[F:16])=[CH:6][C:5](=[O:17])[N:4]2[CH2:18][CH2:19][S:20][C:3]=12.[CH:21]1([S:24](Cl)(=[O:26])=[O:25])[CH2:23][CH2:22]1>N1C=CC=CC=1>[F:16][C:10]1[CH:11]=[C:12]([I:15])[CH:13]=[CH:14][C:9]=1[NH:8][C:7]1[C:2]([NH:1][S:24]([CH:21]2[CH2:23][CH2:22]2)(=[O:26])=[O:25])=[C:3]2[S:20][CH2:19][CH2:18][N:4]2[C:5](=[O:17])[CH:6]=1. Procedure details: Using the same reaction conditions and workup as described for the preparation of Example 19A, 8-amino-7-(2-fluoro-4-iodo-phenylamino)-2,3-dihydro-thiazolo[3,2-a]pyridin-5-one (0.08 g, 0.199 mmol) in pyridine (1 mL) was reacted with cyclopropylsulfonyl chloride (33 mg, 0.238 mmol) to afford the crude product. Purification by preparative HPLC afforded 20 mg of the product (20% yield). Starting materials: CO, CCOC(=O)c1c(Cl)cc(C)nc1Cl, [Na+], [OH-], O, O=S(=O)(O)O. Yields the product Cc1cc(Cl)c(C(=O)O)c(Cl)n1. RXN SMILES: [CH3:23][OH:24].[Cl:1][c:2]1[n:3][c:4]([CH3:14])[cH:5][c:6]([Cl:13])[c:7]1[C:8](=[O:9])[O:10][CH2:11][CH3:12].[Na+:16].[OH-:15].[OH2:22].[S:17](=[O:18])(=[O:19])([OH:20])[OH:21]>>[Cl:1][c:2]1[n:3][c:4]([CH3:14])[cH:5][c:6]([Cl:13])[c:7]1[C:8](=[O:9])[OH:10]. Reactants: FC(F)(F)SC1=CC=C(C=C1)N (p-aminophenyl trifluoromethyl sulfide), [Na] (sodium), BrC(C(=O)O)C(C)C (α-bromoisovaleric acid). Reaction SMILES: [F:1][C:2]([S:5][C:6]1[CH:11]=[CH:10][C:9]([NH2:12])=[CH:8][CH:7]=1)([F:4])[F:3].[Na].Br[CH:15]([CH:19]([CH3:21])[CH3:20])[C:16]([OH:18])=[O:17]>>[F:1][C:2]([F:4])([F:3])[S:5][C:6]1[CH:11]=[CH:10][C:9]([NH:12][C@H:15]([C:16]([OH:18])=[O:17])[CH:19]([CH3:21])[CH3:20])=[CH:8][CH:7]=1 |^1:12|. Product: FC(SC1=CC=C(C=C1)N[C@@H](C(C)C)C(=O)O)(F)F (N-(4-trifluoromethylthiophenyl)valine). Reported procedure: Alternatively, using the procedure of Example 38, p-aminophenyl trifluoromethyl sulfide is reacted with the sodium salt of α-bromoisovaleric acid to yield N-(4-trifluoromethylthiophenyl)valine, which is esterified to yield the m-phenoxybenzyl ester of N-(4-trifluoromethylthiophenyl)valine. The reactants are C1(=CC=CC=C1)C(C)C (cumene), CC(O)(C1=CC=CC=C1)C (dimethylphenylcarbinol), C1(=CC=CC=C1)C(C)C (cumene), C(C)(C)C1=CC=C(C=C1)C(C)C (p-diisopropylbenzene), O (water). Product: C(C)(=O)C1=CC=CC=C1 (Acetophenone), [O-]O.C1(=CC=CC=C1)C(C)C (cumene hydroperoxide). As a reaction SMILES: [C:1]1([CH:7]([CH3:9])[CH3:8])[CH:6]=[CH:5][CH:4]=[CH:3][CH:2]=1.C(C1C=CC(C(C)C)=CC=1)(C)C.[CH3:22][C:23](C)([C:25]1[CH:30]=[CH:29][CH:28]=[CH:27][CH:26]=1)[OH:24].[OH2:32]>>[C:23]([C:25]1[CH:30]=[CH:29][CH:28]=[CH:27][CH:26]=1)(=[O:24])[CH3:22].[O-:32][OH:24].[C:1]1([CH:7]([CH3:9])[CH3:8])[CH:6]=[CH:5][CH:4]=[CH:3][CH:2]=1 |f:5.6|. Procedure: Using 79.9 g (0.665 mole) of cumene in lieu of p-diisopropylbenzene, oxidation was carried out in the same apparatus and under the same conditions as those employed in Example 1. The reaction product obtained subsequent to its water washing and drying was an oily matter whose weight was 79.6 g. According to results of a high-performance liquid chromatographic analysis, the oily matter was found to contain 3.1 g (0.026 mole; conversion: 96.1%) of cumene and 75.3 g (0.553 mole; yield: 83.2 mole %)...